Dataset: the Open Reaction Database (ORD), a public repository of structured organic reaction records. Task: describe an organic reaction: reactants, conditions, products, and yield Starting materials: CS(=O)C=1OC2=C(N1)C=CC(=C2)OC2=CC(=NC=C2)C(=O)NC (4-(2-(methylsulfinyl)benzo[d]oxazol-6-yloxy)-N-methylpyridine-2-carboxamide), N1(CCCCC1)CCC=1C=C(C=CC1)N (3-(2-piperidin-1-yl-ethyl)-phenylamine). The solvent is CC(=O)N(C)C (DMAC). Reaction conditions: temperature 120 celsius. Yields the product CNC(=O)C1=NC=CC(=C1)OC1=CC2=C(N=C(O2)NC2=CC(=CC=C2)CCN2CCCCC2)C=C1 (4-{2-[3-(2-Piperidin-1-yl-ethyl)-phenylamino]-benzooxazol-6-yloxy}-pyridine-2-carboxylic acid methylamide). As a reaction SMILES: CS([C:4]1[O:5][C:6]2[CH:12]=[C:11]([O:13][C:14]3[CH:19]=[CH:18][N:17]=[C:16]([C:20]([NH:22][CH3:23])=[O:21])[CH:15]=3)[CH:10]=[CH:9][C:7]=2[N:8]=1)=O.[N:24]1([CH2:30][CH2:31][C:32]2[CH:33]=[C:34]([NH2:38])[CH:35]=[CH:36][CH:37]=2)[CH2:29][CH2:28][CH2:27][CH2:26][CH2:25]1>CC(N(C)C)=O>[CH3:23][NH:22][C:20]([C:16]1[CH:15]=[C:14]([O:13][C:11]2[CH:10]=[CH:9][C:7]3[N:8]=[C:4]([NH:38][C:34]4[CH:35]=[CH:36][CH:37]=[C:32]([CH2:31][CH2:30][N:24]5[CH2:25][CH2:26][CH2:27][CH2:28][CH2:29]5)[CH:33]=4)[O:5][C:6]=3[CH:12]=2)[CH:19]=[CH:18][N:17]=1)=[O:21]. Procedure: The 4-(2-methanesulfinyl-benzooxazol-6-yloxy)-pyridine-2-carboxylic acid methylamide from step 3 of Example 2 and 3-(2-piperidin-1-yl-ethyl)-phenylamine were dissolved in DMAC and heated in a CEM microwave reactor at 120° C. for 10 to 20 minutes. The crude reaction mixture was purified by preparatory reverse phase HPLC. MH+=472.2. Solvent: C(C)(C)(C)O (tertiary butanol). Reaction SMILES: [CH3:1][C:2]1[CH:7]=[C:6]([Cl:8])[CH:5]=[CH:4][C:3]=1[OH:9].Cl[CH2:11][CH:12]([OH:16])[CH2:13][CH2:14][Cl:15].[OH-].[Na+].O>C(O)(C)(C)C>[Cl:15][CH2:14][CH2:13][CH:12]([OH:16])[CH2:11][O:9][C:3]1[CH:4]=[CH:5][C:6]([Cl:8])=[CH:7][C:2]=1[CH3:1] |f:2.3|. The product is ClCCC(COC1=C(C=C(C=C1)Cl)C)O (4-Chloro-1-(4-chloro-2-methylphenoxy)-2-butanol). The reactants are CC1=C(C=CC(=C1)Cl)O (2-methyl-4-chlorophenol), O (water), ClCC(CCCl)O (1,4-dichloro-2-butanol), [OH-].[Na+] (sodium hydroxide). Reported procedure: 4-Chloro-1-(4-chloro-2-methylphenoxy)-2-butanol was prepared according to the procedure of Preparation 4 using 105 g. (0.74 mole) of 2-methyl-4-chlorophenol, 171.5 g. (1.2 mole) of 1,4-dichloro-2-butanol, 50.3 g. of sodium hydroxide, 300 ml. of water and 300 ml. of tertiary butanol. There was obtained 84 g. (45.5%) of product which distilled at 135° C./0.01 mm. The reactants are C(C)(C)(C)OC([C@H]1N(CCC1)C(C(CCCNC(=O)OCC1=CC=C(C=C1)OC)CSC(C)=O)=O)=O (1-[2-Acetylthiomethyl-5-(p-methoxybenzyloxycarbonylamino)pentanoyl]-L-proline tert-butyl ester), FC(C(=O)O)(F)F (trifluoroacetic acid). Solvent: C1(=CC=CC=C1)OC (anisole). Conditions: time 1 hour. Yields the product FC(C(=O)O)(F)F.C(C)(=O)SCC(C(=O)N1[C@H](C(=O)O)CCC1)CCCN (1-(2-acetylthiomethyl-5-aminopentanoyl)-L-proline trifluoroacetate). RXN SMILES: C([O:5][C:6](=[O:36])[C@@H:7]1[CH2:11][CH2:10][CH2:9][N:8]1[C:12](=[O:35])[CH:13]([CH2:30][S:31][C:32](=[O:34])[CH3:33])[CH2:14][CH2:15][CH2:16][NH:17]C(OCC1C=CC(OC)=CC=1)=O)(C)(C)C.[F:37][C:38]([F:43])([F:42])[C:39]([OH:41])=[O:40]>C1(OC)C=CC=CC=1>[F:37][C:38]([F:43])([F:42])[C:39]([OH:41])=[O:40].[C:32]([S:31][CH2:30][CH:13]([CH2:14][CH2:15][CH2:16][NH2:17])[C:12]([N:8]1[CH2:9][CH2:10][CH2:11][C@H:7]1[C:6]([OH:36])=[O:5])=[O:35])(=[O:34])[CH3:33] |f:3.4|. Procedure: 1-[2-Acetylthiomethyl-5-(p-methoxybenzyloxycarbonylamino)pentanoyl]-L-proline tert-butyl ester (2 g) is dissolved in a mixture of trifluoroacetic acid (15 ml) and anisole (6 ml). The solution is stored at room temperature for 1 hour, the solvents are removed in vacuo and the residue is precipitated from ethyl acetate-ether to yield 1-(2-acetylthiomethyl-5-aminopentanoyl)-L-proline trifluoroacetate. Procedure details: 95 mg (0.30 mmol) of 4-(3-chloro-anilino)-6-ethoxycarbonyl-7H-pyrrolo[2,3-d]pyrimidine in 1 ml of (3-methyl-but-1-yl)-amine are heated at 80° C. for 12 hours. The reaction mixture is concentrated by evaporation, the residue is dissolved in THF, concentrated by evaporation again, stirred with diethyl ether and filtered, yielding the title compound; m.p. 304-306° C.; FAB-MS: (M+H)+ =358. The solvent is CC(CCN)C ((3-methyl-but-1-yl)-amine). Yields the product ClC=1C=C(NC=2C3=C(N=CN2)NC(=C3)C(NCCC(C)C)=O)C=CC1 (4-(3-Chloro-anilino)-6-[N-(3-methyl-but-1-yl)-carbamoyl]-7H-pyrrolo[2,3-d]pyrimidine). Starting materials: ClC=1C=C(NC=2C3=C(N=CN2)NC(=C3)C(=O)OCC)C=CC1 (4-(3-chloro-anilino)-6-ethoxycarbonyl-7H-pyrrolo[2,3-d]pyrimidine). As a reaction SMILES: [Cl:1][C:2]1[CH:3]=[C:4]([CH:20]=[CH:21][CH:22]=1)[NH:5][C:6]1[C:7]2[CH:14]=[C:13]([C:15]([O:17]CC)=O)[NH:12][C:8]=2[N:9]=[CH:10][N:11]=1>CC(C)CCN>[Cl:1][C:2]1[CH:3]=[C:4]([CH:20]=[CH:21][CH:22]=1)[NH:5][C:6]1[C:7]2[CH:14]=[C:13]([C:15](=[O:17])[NH:12][CH2:13][CH2:14][CH:7]([CH3:8])[CH3:6])[NH:12][C:8]=2[N:9]=[CH:10][N:11]=1. Reactants: FC(CCO)(F)F (3,3,3-Trifluoro-propan-1-ol), [H-].[Na+] (sodium hydride), ClCC1=CC=CC(=N1)NC(C(C)(C)C)=O (N-(6-chloromethyl-pyridin-2-yl)-2,2-dimethyl-propionamide), ClCC1=CC=CC(=N1)NC(C(C)(C)C)=O (N-(6-chloromethyl-pyridin-2-yl)-2,2-dimethyl-propionamide). Run in C1CCOC1 (THF). Reaction conditions: time 1 hour. Product: CC(C(=O)NC1=NC(=CC=C1)COCCC(F)(F)F)(C)C (2,2-dimethyl-N-[6-(3,3,3-trifluoro-propoxymethyl)-pyridin-2-yl]-propionamide). RXN SMILES: [F:1][C:2]([F:7])([F:6])[CH2:3][CH2:4][OH:5].[H-].[Na+].Cl[CH2:11][C:12]1[N:17]=[C:16]([NH:18][C:19](=[O:24])[C:20]([CH3:23])([CH3:22])[CH3:21])[CH:15]=[CH:14][CH:13]=1>C1COCC1>[CH3:21][C:20]([CH3:23])([CH3:22])[C:19]([NH:18][C:16]1[CH:15]=[CH:14][CH:13]=[C:12]([CH2:11][O:5][CH2:4][CH2:3][C:2]([F:7])([F:6])[F:1])[N:17]=1)=[O:24] |f:1.2|. Procedure details: 3,3,3-Trifluoro-propan-1-ol (0.214 g) in THF (8 mL) was treated under an argon atmosphere with sodium hydride (0.1 g, 60% suspension in oil) and stirred for 1 h at RT. N-(6-chloromethyl-pyridin-2-yl)-2,2-dimethyl-propionamide, 0.142 g, product of example 120 step A], was added and the mixture was heated at 85° C. for 2.5 h. The reaction mixture was cooled, partitioned between ice water and AcOEt, the layers were separated, the organic layer dried over Na2SO4, filtered and evaporated to give 2,2-... The reactants are ClC1=CC(=C(C(=C1)Cl)O)[N+](=O)[O-] (4,6-dichloro-2-nitrophenol), [Sn](Cl)Cl (tin (II) chloride), [OH-].[Na+] (NaOH). The solvent is C(C)O (ethanol). Run at temperature 80 celsius, time 2 hour. Yields the product NC1=C(C(=CC(=C1)Cl)Cl)O (2-amino-4,6-dichlorophenol). Yield: 80.2%. RXN SMILES: [Cl:1][C:2]1[CH:7]=[C:6]([Cl:8])[C:5]([OH:9])=[C:4]([N+:10]([O-])=O)[CH:3]=1.[Sn](Cl)Cl.[OH-].[Na+]>C(O)C>[NH2:10][C:4]1[CH:3]=[C:2]([Cl:1])[CH:7]=[C:6]([Cl:8])[C:5]=1[OH:9] |f:2.3|. Procedure details: A mixture of 4,6-dichloro-2-nitrophenol(1 g, 4.8 mmol) and tin (II) chloride (3.2 g, 14.4 mmol) in ethanol(50 ml) was heated at 80° C. under argon. After 2 hours, the starting material had disappeared and the solution was allowed to cool down and then poured into ice. The pH was made slightly basic (pH7-8), by addition of solid NaOH, before being extracted with ethyl acetate. The organic phase was washed with brine, dried over MgSO4 and filtered. The solvent was evaporated and chromatography of ... The reactants are CB1OB(OB(O1)C)C (trimethylboroxin), CB1OB(OB(O1)C)C (trimethylboroxin), BrC1=C(C=C(C=C1)C(F)(F)F)S(=O)(=O)N1CCN(CC1)C(=O)OC(C)(C)C (1,1-dimethylethyl 4-{[2-bromo-5-(trifluoromethyl)phenyl]sulfonyl}-1-piperazinecarboxylate), C([O-])([O-])=O.[K+].[K+] (potassium carbonate). The reagents and catalysts are C=1C=CC(=CC1)[P](C=2C=CC=CC2)(C=3C=CC=CC3)[Pd]([P](C=4C=CC=CC4)(C=5C=CC=CC5)C=6C=CC=CC6)([P](C=7C=CC=CC7)(C=8C=CC=CC8)C=9C=CC=CC9)[P](C=1C=CC=CC1)(C=1C=CC=CC1)C=1C=CC=CC1 (Pd(PPh3)4). The solvent is O1CCOCC1 (1,4-dioxane). Run at temperature 100 celsius. The product is CC1=C(C=C(C=C1)C(F)(F)F)S(=O)(=O)N1CCN(CC1)C(=O)OC(C)(C)C (1,1-dimethylethyl 4-{[2-methyl-5-(trifluoromethyl)phenyl]sulfonyl}-1-piperazinecarboxylate). Isolated yield 94.0%. RXN SMILES: Br[C:2]1[CH:7]=[CH:6][C:5]([C:8]([F:11])([F:10])[F:9])=[CH:4][C:3]=1[S:12]([N:15]1[CH2:20][CH2:19][N:18]([C:21]([O:23][C:24]([CH3:27])([CH3:26])[CH3:25])=[O:22])[CH2:17][CH2:16]1)(=[O:14])=[O:13].[C:28](=O)([O-])[O-].[K+].[K+].CB1OB(C)OB(C)O1>O1CCOCC1.C1C=CC([P]([Pd]([P](C2C=CC=CC=2)(C2C=CC=CC=2)C2C=CC=CC=2)([P](C2C=CC=CC=2)(C2C=CC=CC=2)C2C=CC=CC=2)[P](C2C=CC=CC=2)(C2C=CC=CC=2)C2C=CC=CC=2)(C2C=CC=CC=2)C2C=CC=CC=2)=CC=1>[CH3:28][C:2]1[CH:7]=[CH:6][C:5]([C:8]([F:11])([F:10])[F:9])=[CH:4][C:3]=1[S:12]([N:15]1[CH2:20][CH2:19][N:18]([C:21]([O:23][C:24]([CH3:27])([CH3:26])[CH3:25])=[O:22])[CH2:17][CH2:16]1)(=[O:14])=[O:13] |f:1.2.3,^1:52,54,73,92|. Procedure details: 1,1-dimethylethyl 4-{[2-bromo-5-(trifluoromethyl)phenyl]sulfonyl}-1-piperazinecarboxylate (may be prepared as described in Description 28) (2.59 g, 5.47 mmol), potassium carbonate (1.513 g, 10.94 mmol) in 1,4-dioxane (80 ml) were stirred for 5 min then trimethylboroxin (1.523 ml, 10.94 mmol) and Pd(PPh3)4 (0.632 g, 0.547 mmol) were added and the reaction mixture heated at 100° C. for 1.5 h. Further trimethylboroxin (0.5 mL) was added and the mixture heated at 100° C. for 30 min before allowing t... The reactants are O=Cc1cc(O)ccc1Br, CC(C)(C)[Si](C)(C)Cl, CN(C)C=O, Cl, [NH4+], c1c[nH]cn1. Yields the product CC(C)(C)[Si](C)(C)Oc1ccc(Br)c(C=O)c1. As a reaction SMILES: [Br:1][c:2]1[c:3]([CH:4]=[O:5])[cH:6][c:7]([OH:10])[cH:8][cH:9]1.[C:11]([CH3:12])([CH3:13])([CH3:14])[Si:15]([CH3:16])([CH3:17])[Cl:18].[CH3:26][N:27]([CH3:28])[CH:29]=[O:30].[ClH:24].[NH4+:25].[nH:19]1[cH:20][cH:21][n:22][cH:23]1>>[Br:1][c:2]1[c:3]([CH:4]=[O:5])[cH:6][c:7]([O:10][Si:15]([C:11]([CH3:12])([CH3:13])[CH3:14])([CH3:16])[CH3:17])[cH:8][cH:9]1.